This data is from the Open Reaction Database (ORD), a public repository of structured organic reaction records. The task is: describe an organic reaction: reactants, conditions, products, and yield Starting materials: C(C)(C)(C)OC(C[C@@H](CO)N)=O ((S)-3-Amino-4-hydroxy-butyric acid tert-butyl ester), C(C1=CC=CC=C1)OC(=O)N1[C@@H]2CC[C@H]([C@H]1C(=O)O)C2 ((1R,3S,4S)-2-Aza-bicyclo[2.2.l]heptane-2,3-dicarboxylic acid 2 benzyl ester), O.ON1N=C2C(=N1)C=CC=C2 (2-hydroxybenzotriazole hydrate), C(C)(C)N(CC)C(C)C (diisopropylethylamine), Cl.CN(CCCN=C=NCC)C (1-(3-dimethylaminopropyl)-3-ethylcarbodiimide hydrochloride). The reagents and catalysts are CN(C)C=1C=CN=CC1 (DMAP). Run in C(C)(=O)OCC (ethyl acetate), C1CCOC1 (THF). Reaction conditions: time 18 hour. Yields the product C(C1=CC=CC=C1)OC(=O)N1[C@@H]2CC[C@H]([C@H]1C(N[C@@H](CC(=O)OC(C)(C)C)CO)=O)C2 ((1R,3S,4S)-3((S)-2-tert-Butoxycarbonyl-1-hydroxymethyl-ethylcarbamoyl)-2-aza-bicyclo[2.2.1]heptane-2-carboxylic acid benzyl ester). The yield is 91.7%. RXN SMILES: [C:1]([O:5][C:6](=[O:12])[CH2:7][C@H:8]([NH2:11])[CH2:9][OH:10])([CH3:4])([CH3:3])[CH3:2].[CH2:13]([O:20][C:21]([N:23]1[C@H:28]([C:29](O)=[O:30])[C@@H:27]2[CH2:32][C@H:24]1[CH2:25][CH2:26]2)=[O:22])[C:14]1[CH:19]=[CH:18][CH:17]=[CH:16][CH:15]=1.O.ON1N=C2C=CC=CC2=N1.C(N(C(C)C)CC)(C)C.Cl.CN(C)CCCN=C=NCC>C1COCC1.CN(C1C=CN=CC=1)C.C(OCC)(=O)C>[CH2:13]([O:20][C:21]([N:23]1[C@H:28]([C:29](=[O:30])[NH:11][C@H:8]([CH2:9][OH:10])[CH2:7][C:6]([O:5][C:1]([CH3:4])([CH3:2])[CH3:3])=[O:12])[C@@H:27]2[CH2:32][C@H:24]1[CH2:25][CH2:26]2)=[O:22])[C:14]1[CH:19]=[CH:18][CH:17]=[CH:16][CH:15]=1 |f:2.3,5.6|. Procedure details: To a stirred solution of (S)-3-Amino-4-hydroxy-butyric acid tert-butyl ester (486 mg) and (1R,3S,4S)-2-Aza-bicyclo[2.2.l]heptane-2,3-dicarboxylic acid 2 benzyl ester (prepared as described in Tararov etal, Tett. Asymm. 2002, 13, 25-28) (767 mg) in THF (18 ml) was added 2-hydroxybenzotriazole hydrate (452 mg), DMAP (426 mg), diisopropylethylamine (631□1) and 1-(3-dimethylaminopropyl)-3-ethylcarbodiimide hydrochloride (EDC, 641 mg). The resulting mixture was stirred at ambient temperature for 18 h... The reactants are ClCC(=O)C1=CC(=C(CNC(C)=O)C=C1)C (N-(4-chloroacetyl-2-methylbenzyl)acetamide), NC(N)=NC(=S)N ((diaminomethylene)thiourea). The solvent is C(C)O (ethanol). The product is NC(N)=NC=1SC=C(N1)C1=CC(=C(C=C1)CNC(C)=O)C (2-(diaminomethyleneamino)-4-(4-acetylaminomethyl-3-methylphenyl)thiazole). Isolated yield 69.1%. As a reaction SMILES: Cl[CH2:2][C:3]([C:5]1[CH:15]=[CH:14][C:8]([CH2:9][NH:10][C:11](=[O:13])[CH3:12])=[C:7]([CH3:16])[CH:6]=1)=O.[NH2:17][C:18](=[N:20][C:21]([NH2:23])=[S:22])[NH2:19]>C(O)C>[NH2:17][C:18](=[N:20][C:21]1[S:22][CH:2]=[C:3]([C:5]2[CH:15]=[CH:14][C:8]([CH2:9][NH:10][C:11](=[O:13])[CH3:12])=[C:7]([CH3:16])[CH:6]=2)[N:23]=1)[NH2:19]. Procedure details: A mixture of N-(4-chloroacetyl-2-methylbenzyl)acetamide (3.6 g) and (diaminomethylene)thiourea (2.3 g) in ethanol (100 ml) was refluxed for 2 hours under stirring. The reaction mixture was evaporated in vacuo and the residue was suspended in water and resultant mixture was adjusted to pH 8.0 with 20% potassium carbonate aqueous solution and the precipitate was collected by filtration. The precipitate was dissolved in a mixture of ethyl acetate and tetrahydrofuran, washed with brine and dried ove... Starting materials: CC1(C(OC(C1)=O)=O)C (3,3-Dimethyl-dihydro-furan-2,5-dione), C(C)O (ethanol). The product is C(C)OC(CC(C(=O)O)(C)C)=O (2,2-Dimethyl-succinic acid 4-ethyl ester). RXN SMILES: [CH3:1][C:2]1([CH3:9])[CH2:6][C:5](=[O:7])[O:4][C:3]1=[O:8].[CH2:10]([OH:12])[CH3:11]>>[CH2:10]([O:12][C:5](=[O:7])[CH2:6][C:2]([CH3:9])([CH3:1])[C:3]([OH:8])=[O:4])[CH3:11]. Procedure: 3,3-Dimethyl-dihydro-furan-2,5-dione (6.4 g) was heated at 50° C. in ethanol (150 mL) overnight. The solvent was removed in vacuo and the residue triturated with hexane to yield 2,2-Dimethyl-succinic acid 4-ethyl ester (4.66 g) which was used without further purification. t-Butanol (7.5 mL) was added to a mixture of 2,2-Dimethyl-succinic acid 4-ethyl ester (2.74 g, 15.7 mmol) in dichloromethane (62 mL) containing magnesium sulfate (7.5 g) and conc. sulfuric acid (0.85 mL) and the mixture was sti... Starting materials: [Mg] (magnesium), CC(=O)C (acetone), bromo, OS(=O)(=O)O (H2SO4), BrCCCC1=CC=CC=C1 (1-bromo-3-phenylpropane), bromo, ice. The solvent is CCOCC (ether), CCOCC (ether). Yields the product CC(C)(CCCC1=CC=CC=C1)O (2-Methyl-5-phenyl-2-pentanol). RXN SMILES: [Mg].Br[CH2:3][CH2:4][CH2:5][C:6]1[CH:11]=[CH:10][CH:9]=[CH:8][CH:7]=1.[CH3:12][C:13]([CH3:15])=[O:14].OS(O)(=O)=O>CCOCC>[CH3:12][C:13]([OH:14])([CH2:3][CH2:4][CH2:5][C:6]1[CH:11]=[CH:10][CH:9]=[CH:8][CH:7]=1)[CH3:15]. Procedure: A mixture of 8.8 g. (0.37 mol.) of magnesium turnings and 150 ml of dry ether was placed in a 3-necked flask fitted with a nitrogen inlet, a reflux condenser and an addition funnel containing 73.7 g (0.37 mol) of 1-bromo-3-phenylpropane. A small amount of the bromo compound was added to the reaction mixture and the mixture warmed in order to initiate reaction. The reaction mixture was treated with 150 ml of dry ether and then the bromo compound was added at such a rate as to maintain gentle refl...